From a dataset of the Open Reaction Database (ORD), a public repository of structured organic reaction records. describe an organic reaction: reactants, conditions, products, and yield The reactants are [N-]=[N+]=[N-].[Na+] (sodium azide), BrC1=C(C=NN1C1=C(C(=C(C=C1Cl)C(F)(F)F)Cl)Cl)[N+](=O)[O-] (5-bromo-4-nitro-1-(2,3,6-trichloro-4-trifluoromethyl-phenyl)-pyrazole), O (water). Run in CS(=O)C (dimethylsulphoxide). Conditions: time 15 hour. Product: N(=[N+]=[N-])C1=C(C=NN1C1=C(C(=C(C=C1Cl)C(F)(F)F)Cl)Cl)[N+](=O)[O-] (5-azido-4-nitro-1-(2,3,6-trichloro-4-trifluoromethyl-phenyl)-pyrazole). The yield is 24.2%. RXN SMILES: [N-:1]=[N+:2]=[N-:3].[Na+].Br[C:6]1[N:10]([C:11]2[C:16]([Cl:17])=[CH:15][C:14]([C:18]([F:21])([F:20])[F:19])=[C:13]([Cl:22])[C:12]=2[Cl:23])[N:9]=[CH:8][C:7]=1[N+:24]([O-:26])=[O:25].O>CS(C)=O>[N:1]([C:6]1[N:10]([C:11]2[C:16]([Cl:17])=[CH:15][C:14]([C:18]([F:20])([F:21])[F:19])=[C:13]([Cl:22])[C:12]=2[Cl:23])[N:9]=[CH:8][C:7]=1[N+:24]([O-:26])=[O:25])=[N+:2]=[N-:3] |f:0.1|. Reported procedure: 1.0 g (0.015 mol) of sodium azide is added to 3.0 g (0.007 mol) of 5-bromo-4-nitro-1-(2,3,6-trichloro-4-trifluoromethyl-phenyl)-pyrazole in 50 ml of dimethylsulphoxide, the mixture is stirred at room temperature for 15 hours, poured into 150 ml of water and extracted several times with chloroform and ethyl acetate, the combined organic phases are dried over magnesium sulphate and concentrated in vacuo and the oily crude produc is purified by chromatography (silica gel; mobile phase: chloroform/a...